This data is from the Open Reaction Database (ORD), a public repository of structured organic reaction records. The task is: describe an organic reaction: reactants, conditions, products, and yield Solvent: ClCCl (dichloromethane). Reactants: C(C)(C)(C)N1N=C(C(=C1)CO)C(=O)OCC (ethyl 1-tert-butyl-4-(hydroxymethyl)-1H-pyrazole-3-carboxylate), P(Br)(Br)Br (phosphorus tribromide), resultant mixture. As a reaction SMILES: [C:1]([N:5]1[CH:9]=[C:8]([CH2:10]O)[C:7]([C:12]([O:14][CH2:15][CH3:16])=[O:13])=[N:6]1)([CH3:4])([CH3:3])[CH3:2].P(Br)(Br)[Br:18]>ClCCl>[Br:18][CH2:10][C:8]1[C:7]([C:12]([O:14][CH2:15][CH3:16])=[O:13])=[N:6][N:5]([C:1]([CH3:4])([CH3:3])[CH3:2])[CH:9]=1. The product is BrCC=1C(=NN(C1)C(C)(C)C)C(=O)OCC (ethyl 4-(bromomethyl)-1-tert-butyl-1H-pyrazole-3-carboxylate). Run at time 30 minute. Reported procedure: To a 0° C. solution of ethyl 1-tert-butyl-4-(hydroxymethyl)-1H-pyrazole-3-carboxylate (3.9 g, 17.24 mmol) in dichloromethane (120 mL) was added phosphorus tribromide (4.91 mL, 51.7 mmol), and the resultant mixture was stirred 30 minutes at 0° C. and then 1 hour at room temperature. The mixture was quenched with 50 mL water, neutralized with saturated aqueous sodium bicarbonate, stirred 30 minutes, and then extracted with dichloromethane (2×150 mL). The combined organic extracts were washed with ... Yield: 82.6%. Starting materials: C1(CCCC1)CC(C1=CC=C(C=C1)S(=O)(=O)C)C1=CC=2C(=NC=C(C2)CC(CO)O)N1 (3-{2-[2-cyclopentyl-1-(4-methanesulfonyl-phenyl)-ethyl]-1H-pyrrolo[2,3-b]pyridin-5-yl}-propane-1,2-diol), I(=O)(=O)(=O)[O-].[Na+] (sodium metaperiodate). Solvent: O1CCCC1 (tetrahydrofuran). Reaction conditions: time 2 hour. Yields the product C1(CCCC1)CC(C1=CC=C(C=C1)S(=O)(=O)C)C1=CC=2C(=NC=C(C2)CC=O)N1 ({2-[2-cyclopentyl-1-(4-methanesulfonyl-phenyl)-ethyl]-1H-pyrrolo[2,3-b]pyridin-5-yl}-acetaldehyde). Isolated yield 99.0%. Reaction SMILES: [CH:1]1([CH2:6][CH:7]([C:18]2[NH:31][C:21]3=[N:22][CH:23]=[C:24]([CH2:26][CH:27]([OH:30])CO)[CH:25]=[C:20]3[CH:19]=2)[C:8]2[CH:13]=[CH:12][C:11]([S:14]([CH3:17])(=[O:16])=[O:15])=[CH:10][CH:9]=2)[CH2:5][CH2:4][CH2:3][CH2:2]1.I([O-])(=O)(=O)=O.[Na+]>O1CCCC1>[CH:1]1([CH2:6][CH:7]([C:18]2[NH:31][C:21]3=[N:22][CH:23]=[C:24]([CH2:26][CH:27]=[O:30])[CH:25]=[C:20]3[CH:19]=2)[C:8]2[CH:13]=[CH:12][C:11]([S:14]([CH3:17])(=[O:16])=[O:15])=[CH:10][CH:9]=2)[CH2:5][CH2:4][CH2:3][CH2:2]1 |f:1.2|. Procedure details: To a stirred solution of 3-{2-[2-cyclopentyl-1-(4-methanesulfonyl-phenyl)-ethyl]-1H-pyrrolo[2,3-b]pyridin-5-yl}-propane-1,2-diol (prepared as in Example 11, 70 mg, 0.16 mmol) in 50% aqueous tetrahydrofuran (10 mL) was added sodium metaperiodate (40 mg, 0.19 mmol) at 0° C. The resulting mixture was stirred at room temperature for 2 h, extracted with ethyl acetate, washed with brine, dried over anhydrous sodium sulfate. The solvent was evaporated in vacuo to give {2-[2-cyclopentyl-1-(4-methanesulf... Reactants: CN(C=O)C (Dimethylformamide), NC(=CC(C1=CC=C(C=C1)OCCCCC)=O)C1=CC=C(C=C1)C(=O)OC (1-amino-1-(4-methoxycarbonylphenyl)-3-oxo-3-(4-pentyloxyphenyl)-1-propene), Cl.NO (hydroxylamine hydrochloride). Run in C(C)#N (acetonitrile). Run at time 4 hour. The product is C(CCCC)OC1=CC=C(C=C1)C1=CC(=NO1)C1=CC=C(C(=O)OC)C=C1 (methyl 4-[5-(4-pentyloxyphenyl)isoxazol-3-yl]benzoate). Isolated yield 95.2%. As a reaction SMILES: CN(C)C=O.[NH2:6][C:7]([C:23]1[CH:28]=[CH:27][C:26]([C:29]([O:31][CH3:32])=[O:30])=[CH:25][CH:24]=1)=[CH:8][C:9](=[O:22])[C:10]1[CH:15]=[CH:14][C:13]([O:16][CH2:17][CH2:18][CH2:19][CH2:20][CH3:21])=[CH:12][CH:11]=1.Cl.NO>C(#N)C>[CH2:17]([O:16][C:13]1[CH:14]=[CH:15][C:10]([C:9]2[O:22][N:6]=[C:7]([C:23]3[CH:24]=[CH:25][C:26]([C:29]([O:31][CH3:32])=[O:30])=[CH:27][CH:28]=3)[CH:8]=2)=[CH:11][CH:12]=1)[CH2:18][CH2:19][CH2:20][CH3:21] |f:2.3|. Procedure: Dimethylformamide (44 ml), 1-amino-1-(4-methoxycarbonylphenyl)-3-oxo-3-(4-pentyloxyphenyl)-1-propene (5.5 g) and hydroxylamine hydrochloride (2.0 g) were charged in 300-ml three-necked flask at room temperature and heated, and the reaction was carried out at the inner temperature of 55 to 60° C. for 4 hours. After completion of the reaction, the mixture was cooled down to room temperature, and acetonitrile (110 ml) was added to separate the crystals. The inner temperature was made 0 to 5° C., an... Starting materials: O=[N+]([O-])c1ccc(OCCCCl)c(Br)c1, CO, [Cl-], [Fe], [NH4+]. Yields the product Nc1ccc(OCCCCl)c(Br)c1. RXN SMILES: [Br:1][c:2]1[c:3]([O:11][CH2:12][CH2:13][CH2:14][Cl:15])[cH:4][cH:5][c:6]([N+:8]([O-:9])=[O:10])[cH:7]1.[CH3:19][OH:20].[Cl-:16].[Fe:18].[NH4+:17]>>[Br:1][c:2]1[c:3]([O:11][CH2:12][CH2:13][CH2:14][Cl:15])[cH:4][cH:5][c:6]([NH2:8])[cH:7]1. Starting materials: N[C@]12[C@@H]([C@H]3CC[C@@H]4[C@]5(CC=C(C([C@@H]5CC[C@]4([C@@]3(CC1)C)C)(C)C)C=C1CCC(CC1)C(=O)OCC)C)[C@@H](CC2)C(=C)C (ethyl 4-(((1R,3aS,5aR,5bR,7aR,11aS,11bR,13aR,13bR)-3a-amino-5a,5b,8,8,11a-pentamethyl-1-(prop-1-en-2-yl)-2,3,3a,4,5,5a,5b,6,7,7a,8,11,11a,11b,12,13,13a,13b-octadecahydro-1H-cyclopenta[a]chrysen-9-yl)methylene)cyclohexanecarboxylate), P(O)(O)(O)=O (phosphoric acid), [K] (potassium), [I-].[K+] (potassium iodide), ClCCN1CCS(CC1)(=O)=O (4-(2-chloroethyl)thiomorpholine 1,1-dioxide). Run in C(C)#N (acetonitrile). Conditions: temperature 100 celsius. Product: O=S1(CCN(CC1)CCN[C@]12[C@@H]([C@H]3CC[C@@H]4[C@]5(CC=C(C([C@@H]5CC[C@]4([C@@]3(CC1)C)C)(C)C)C=C1CCC(CC1)C(=O)OCC)C)[C@@H](CC2)C(=C)C)=O (ethyl 4-(((1R,3aS,5aR,5bR,7aR,11aS,11bR,13aR,13bR)-3a-((2-(1,1-dioxidothiomorpholino)ethyl)amino)-5a,5b,8,8,11a-pentamethyl-1-(prop-1-en-2-yl)-2,3,3a,4,5,5a,5b,6,7,7a,8,11,11a,11b,12,13,13a,13b-octadecahydro-1H-cyclopenta[a]chrysen-9-yl)methylene)cyclohexanecarboxylate). Reaction SMILES: [NH2:1][C@:2]12[CH2:39][CH2:38][C@@H:37]([C:40]([CH3:42])=[CH2:41])[C@@H:3]1[C@@H:4]1[C@@:17]([CH3:20])([CH2:18][CH2:19]2)[C@@:16]2([CH3:21])[C@@H:7]([C@:8]3([CH3:36])[C@@H:13]([CH2:14][CH2:15]2)[C:12]([CH3:23])([CH3:22])[C:11]([CH:24]=[C:25]2[CH2:30][CH2:29][CH:28]([C:31]([O:33][CH2:34][CH3:35])=[O:32])[CH2:27][CH2:26]2)=[CH:10][CH2:9]3)[CH2:6][CH2:5]1.P(=O)(O)(O)O.[K].[I-].[K+].Cl[CH2:52][CH2:53][N:54]1[CH2:59][CH2:58][S:57](=[O:61])(=[O:60])[CH2:56][CH2:55]1>C(#N)C>[O:60]=[S:57]1(=[O:61])[CH2:58][CH2:59][N:54]([CH2:53][CH2:52][NH:1][C@:2]23[CH2:39][CH2:38][C@@H:37]([C:40]([CH3:42])=[CH2:41])[C@@H:3]2[C@@H:4]2[C@@:17]([CH3:20])([CH2:18][CH2:19]3)[C@@:16]3([CH3:21])[C@@H:7]([C@:8]4([CH3:36])[C@@H:13]([CH2:14][CH2:15]3)[C:12]([CH3:22])([CH3:23])[C:11]([CH:24]=[C:25]3[CH2:30][CH2:29][CH:28]([C:31]([O:33][CH2:34][CH3:35])=[O:32])[CH2:27][CH2:26]3)=[CH:10][CH2:9]4)[CH2:6][CH2:5]2)[CH2:55][CH2:56]1 |f:3.4,^1:47|. Reported procedure: To a sealable flask containing ethyl 4-(((1R,3aS,5aR,5bR,7aR,11aS,11bR,13aR,13bR)-3a-amino-5a,5b,8,8,11a-pentamethyl-1-(prop-1-en-2-yl)-2,3,3a,4,5,5a,5b,6,7,7a,8,11,11a,11b,12,13,13a,13b-octadecahydro-1H-cyclopenta[a]chrysen-9-yl)methylene)cyclohexanecarboxylate (0.015 g, 0.026 mmol) was added phosphoric acid, potassium salt (0.028 g, 0.130 mmol), potassium iodide (0.013 g, 0.078 mmol) and 4-(2-chloroethyl)thiomorpholine 1,1-dioxide (0.015 g, 0.078 mmol). The mixture was diluted with acetonitril... The reactants are O=C([O-])[O-], CCO, COc1cc(OC)cc(C(N)=O)c1, [K+], [K+], c1ccc(N2CCNCC2)nc1. Yields the product COc1cc(OC)cc(C(=O)NCN2CCN(c3ccccn3)CC2)c1. RXN SMILES: [C:26](=[O:27])([O-:28])[O-:29].[CH2:32]([OH:33])[CH3:34].[CH3:13][O:14][c:15]1[cH:16][c:17]([C:18](=[O:19])[NH2:20])[cH:21][c:22]([O:24][CH3:25])[cH:23]1.[K+:30].[K+:31].[n:1]1[c:2]([N:7]2[CH2:8][CH2:9][NH:10][CH2:11][CH2:12]2)[cH:3][cH:4][cH:5][cH:6]1>>[n:1]1[c:2]([N:7]2[CH2:8][CH2:9][N:10]([CH2:26][NH:20][C:18]([c:17]3[cH:16][c:15]([O:14][CH3:13])[cH:23][c:22]([O:24][CH3:25])[cH:21]3)=[O:19])[CH2:11][CH2:12]2)[cH:3][cH:4][cH:5][cH:6]1. The reactants are Cc1noc(NC(=O)OCC(Cl)(Cl)Cl)c1C, CS(C)=O, CCN(C(C)C)C(C)C, Fc1cccc(-c2csc(N3CCNCC3)n2)c1, O. Yields the product Cc1noc(NC(=O)N2CCN(c3nc(-c4cccc(F)c4)cs3)CC2)c1C. Reaction SMILES: [CH3:1][c:2]1[n:3][o:4][c:5]([NH:8][C:9]([O:10][CH2:11][C:12]([Cl:13])([Cl:14])[Cl:15])=[O:16])[c:6]1[CH3:7].[CH3:45][S:46]([CH3:47])=[O:48].[CH:35]([N:36]([CH:37]([CH3:38])[CH3:39])[CH2:40][CH3:41])([CH3:42])[CH3:43].[F:17][c:18]1[cH:19][c:20](-[c:24]2[n:25][c:26]([N:29]3[CH2:30][CH2:31][NH:32][CH2:33][CH2:34]3)[s:27][cH:28]2)[cH:21][cH:22][cH:23]1.[OH2:44]>>[CH3:1][c:2]1[n:3][o:4][c:5]([NH:8][C:9](=[O:16])[N:32]2[CH2:31][CH2:30][N:29]([c:26]3[n:25][c:24](-[c:20]4[cH:19][c:18]([F:17])[cH:23][cH:22][cH:21]4)[cH:28][s:27]3)[CH2:34][CH2:33]2)[c:6]1[CH3:7]. Reactants: FC(S(=O)(=O)OS(=O)(=O)C(F)(F)F)(F)F (trifluoromethanesulfonic anhydride), FC(C(=O)O)(F)F.COC=1C=C(C=CC1)C1=CC(=CC=C1)C1(N=C(C2=CC=CC=C12)N)C1=CC=C(C=C1)OC (3-(3′-Methoxy-biphenyl-3-yl)-3-(4-methoxy-phenyl)-3H-isoindol-1-ylamine trifluoroacetate), ice, N1=CC=CC=C1 (pyridine), ClCCl (dichloromethane). Reaction conditions: time 30 minute. Yields the product C(C)(C)(C)OC(=O)NC1=NC(C2=CC=CC=C12)(C1=CC=C(C=C1)OC)C=1C=CC(=C(C1)C1=CC(=CC=C1)OC)OS(=O)(=O)C(F)(F)F (Trifluoro-methanesulfonic acid 5-[3-tert-butoxycarbonylamino-1-(4-methoxy-phenyl)-1H-isoindol-1-yl]-3′-methoxy-biphenyl-2-yl ester). Isolated yield 93.0%. Reaction SMILES: FC(F)(F)[C:3]([OH:5])=[O:4].[CH3:8][O:9][C:10]1[CH:11]=[C:12]([C:16]2[CH:21]=[CH:20][CH:19]=[C:18]([C:22]3([C:32]4[CH:37]=[CH:36][C:35]([O:38][CH3:39])=[CH:34][CH:33]=4)[C:30]4[C:25](=[CH:26][CH:27]=[CH:28][CH:29]=4)[C:24]([NH2:31])=[N:23]3)[CH:17]=2)[CH:13]=[CH:14][CH:15]=1.N1[CH:45]=[CH:44][CH:43]=CC=1.[F:46][C:47]([F:60])([F:59])[S:48]([O:51]S(C(F)(F)F)(=O)=O)(=[O:50])=[O:49].Cl[CH2:62]Cl>>[C:44]([O:5][C:3]([NH:31][C:24]1[C:25]2[C:30](=[CH:29][CH:28]=[CH:27][CH:26]=2)[C:22]([C:18]2[CH:19]=[CH:20][C:21]([O:51][S:48]([C:47]([F:60])([F:59])[F:46])(=[O:49])=[O:50])=[C:16]([C:12]3[CH:13]=[CH:14][CH:15]=[C:10]([O:9][CH3:8])[CH:11]=3)[CH:17]=2)([C:32]2[CH:33]=[CH:34][C:35]([O:38][CH3:39])=[CH:36][CH:37]=2)[N:23]=1)=[O:4])([CH3:43])([CH3:45])[CH3:62] |f:0.1|. Procedure details: To [3-(6-hydroxy-3′-methoxy-biphenyl-3-yl)-3-(4-methoxy-phenyl)-3H-isoindol-1-yl]-carbamic acid tert-butyl ester (Scheme #2, F) (196 mg, 0.365 mmol) in an ice cold solution of dichloromethane was added pyridine (60.0 uL, 0.730 mmol) followed by trifluoromethanesulfonic anhydride (93 uL, 0.438 mmol). After stirring for 30 minutes the reaction was removed of solvent under reduced pressure and the crude mixture was purified on 20 g silica eluting with 5% acetone/dichloromethane to give the title co...